This data is from the Open Reaction Database (ORD), a public repository of structured organic reaction records. The task is: describe an organic reaction: reactants, conditions, products, and yield Reactants: O=C([O-])[O-], CN(C)C=O, CCOc1c(I)c(C)nc2cc(OC)c(Cl)cc12, OB(O)c1ccc(Oc2ccc(OC(F)(F)F)cc2)cc1, [K+], [K+]. Yields the product CCOc1c(-c2ccc(Oc3ccc(OC(F)(F)F)cc3)cc2)c(C)nc2cc(OC)c(Cl)cc12. As a reaction SMILES: [C:40](=[O:41])([O-:42])[O-:43].[CH3:46][N:47]([CH3:48])[CH:49]=[O:50].[Cl:1][c:2]1[cH:3][c:4]2[c:5]([O:16][CH2:17][CH3:18])[c:6]([I:15])[c:7]([CH3:14])[n:8][c:9]2[cH:10][c:11]1[O:12][CH3:13].[F:19][C:20]([O:21][c:22]1[cH:23][cH:24][c:25]([O:26][c:27]2[cH:28][cH:29][c:30]([B:33]([OH:34])[OH:35])[cH:31][cH:32]2)[cH:36][cH:37]1)([F:38])[F:39].[K+:44].[K+:45]>>[Cl:1][c:2]1[cH:3][c:4]2[c:5]([O:16][CH2:17][CH3:18])[c:6](-[c:30]3[cH:29][cH:28][c:27]([O:26][c:25]4[cH:24][cH:23][c:22]([O:21][C:20]([F:19])([F:38])[F:39])[cH:37][cH:36]4)[cH:32][cH:31]3)[c:7]([CH3:14])[n:8][c:9]2[cH:10][c:11]1[O:12][CH3:13]. The reactants are C(C)(=O)O[C@H]1[C@@H](O[C@@H]([C@H]1OC(C)=O)COC(C)=O)N1N=NC(=C1)C(N)=S (1-(2,3,5-Tri-O-acetyl-β -D-ribofuranosyl)-1,2,3-triazole-4-thiocarboxamide), C[O-].[Na+] (sodium methoxide). Run in CO (methanol). Conditions: time 4 hour. The product is [C@@H]1([C@H](O)[C@H](O)[C@H](O1)CO)N1N=NC(=C1)C(N)=S (1-β-D-Ribofuranosyl-1,2,3-triazole-4-thiocarboxamide). Yield: 81.6%. As a reaction SMILES: C([O:4][C@@H:5]1[C@H:9]([O:10]C(=O)C)[C@@H:8]([CH2:14][O:15]C(=O)C)[O:7][C@H:6]1[N:19]1[CH:23]=[C:22]([C:24](=[S:26])[NH2:25])[N:21]=[N:20]1)(=O)C.C[O-].[Na+]>CO>[C@@H:6]1([N:19]2[CH:23]=[C:22]([C:24](=[S:26])[NH2:25])[N:21]=[N:20]2)[O:7][C@H:8]([CH2:14][OH:15])[C@@H:9]([OH:10])[C@H:5]1[OH:4] |f:1.2|. Procedure: 1-(2,3,5-Tri-O-acetyl-β -D-ribofuranosyl)-1,2,3-triazole-4-thiocarboxamide (1.0 g) was added to sodium methoxide in methanol (60 mg of sodium in 30 ml of methanol) and the resulting solution was stirred at room temperature for 4 hr. After neutralization of the solution with Amberlite IRC 50, the solution was filtered, and the filtrate was evaporated to dryness. The product was crystallized from ethanol to give 0.55 g (82%) of 12: m.p. 152°-154°; [α]D25 -85.2° (c 1.00, water); nmr (DMSO-d6) δ 6.0...